This data is from the Open Reaction Database (ORD), a public repository of structured organic reaction records. The task is: describe an organic reaction: reactants, conditions, products, and yield Reactants: OCCCCCCCCCCCCNC(OC(C)(C)C)=O (tert-butyl N-(12-hydroxydodecyl)carbamate), Cl (hydrochloric acid). Run in CO (methanol). Product: Cl.NCCCCCCCCCCCCO (12-Aminododecanol hydrochloride). As a reaction SMILES: [OH:1][CH2:2][CH2:3][CH2:4][CH2:5][CH2:6][CH2:7][CH2:8][CH2:9][CH2:10][CH2:11][CH2:12][CH2:13][NH:14]C(=O)OC(C)(C)C.[ClH:22]>CO>[ClH:22].[NH2:14][CH2:13][CH2:12][CH2:11][CH2:10][CH2:9][CH2:8][CH2:7][CH2:6][CH2:5][CH2:4][CH2:3][CH2:2][OH:1] |f:3.4|. Reported procedure: To a suspension of 5.0 g of tert-butyl N-(12-hydroxydodecyl)carbamate in 25 ml of methanol was added 3 ml of hydrochloric acid and the mixture was heated under reflux for one hour. The reaction solution was distilled off under reduced pressure, ethyl acetate was added to the residue, the crystal thus precipitated out was recovered by filtration and dried under reduced pressure to afford 3.23 g of the title compound. Reactants: O=C(Cl)c1ccccc1, CC(C)C(N)C(=O)O, [Na+], C1CCOC1, [OH-], O=S(=O)(O)O. Product: CC(C)C(NC(=O)c1ccccc1)C(=O)O. As a reaction SMILES: [C:9]([c:10]1[cH:11][cH:12][cH:13][cH:14][cH:15]1)(=[O:16])[Cl:17].[CH3:1][CH:2]([CH3:3])[CH:4]([NH2:5])[C:6]([OH:7])=[O:8].[Na+:29].[O:23]1[CH2:24][CH2:25][CH2:26][CH2:27]1.[OH-:28].[S:18](=[O:19])(=[O:20])([OH:21])[OH:22]>>[CH3:1][CH:2]([CH3:3])[CH:4]([NH:5][C:9]([c:10]1[cH:11][cH:12][cH:13][cH:14][cH:15]1)=[O:16])[C:6]([OH:7])=[O:8]. Starting materials: COC(=O)C1(CC=C(C)C)CCCN1C(=O)OC(C)(C)C, CSC, ClCCl, OO[O-]. The product is COC(=O)C1(CC=O)CCCN1C(=O)OC(C)(C)C. As a reaction SMILES: [CH3:1][C:2](=[CH:3][CH2:4][C:5]1([C:17](=[O:18])[O:19][CH3:20])[N:6]([C:10](=[O:11])[O:12][C:13]([CH3:14])([CH3:15])[CH3:16])[CH2:7][CH2:8][CH2:9]1)[CH3:21].[CH3:25][S:26][CH3:27].[Cl:28][CH2:29][Cl:30].[O:22][O:23][O-:24]>>[CH:3]([CH2:4][C:5]1([C:17](=[O:18])[O:19][CH3:20])[N:6]([C:10](=[O:11])[O:12][C:13]([CH3:14])([CH3:15])[CH3:16])[CH2:7][CH2:8][CH2:9]1)=[O:23]. Reactants: C([O-])([O-])=O.[Na+].[Na+] (sodium carbonate), COC1=C(COCCCOC2=CC=C(C=C2)C2C(CN(CC2)C(=O)OC(C)(C)C)OCC2=CC(=CC=C2)B2OC(C(O2)(C)C)(C)C)C=CC=C1 (tert-butyl 4-{4-[3-(2-methoxybenzyloxy)propoxy]phenyl}-3-[3-(4,4,5,5-tetramethyl-[1,3,2]dioxaborolan-2-yl)benzyloxy]piperidine-1-carboxylate), BrC=1N(C=CN1)CCCOC (2-bromo-1-(3-methoxypropyl)-1H-imidazole). The reagents and catalysts are C=1C=CC(=CC1)[P](C=2C=CC=CC2)(C=3C=CC=CC3)[Pd]([P](C=4C=CC=CC4)(C=5C=CC=CC5)C=6C=CC=CC6)([P](C=7C=CC=CC7)(C=8C=CC=CC8)C=9C=CC=CC9)[P](C=1C=CC=CC1)(C=1C=CC=CC1)C=1C=CC=CC1 (tetrakis(triphenylphosphine)palladium(0)). The solvent is COCCOC (1,2-dimethoxyethane), C(C)O (ethanol), COCCOC (1,2-dimethoxyethane). Product: COC1=C(COCCCOC2=CC=C(C=C2)C2C(CN(CC2)C(=O)OC(C)(C)C)OCC2=CC(=CC=C2)C=2N(C=CN2)CCCOC)C=CC=C1 (tert-Butyl 4-{4-[3-(2-methoxybenzyloxy)propoxy]phenyl}-3-{3-[1-(3-methoxypropyl)-1H-imidazol-2-yl]benzyloxy}piperidine-1-carboxylate), SiO2. As a reaction SMILES: [CH3:1][O:2][C:3]1[CH:50]=[CH:49][CH:48]=[CH:47][C:4]=1[CH2:5][O:6][CH2:7][CH2:8][CH2:9][O:10][C:11]1[CH:16]=[CH:15][C:14]([CH:17]2[CH2:22][CH2:21][N:20]([C:23]([O:25][C:26]([CH3:29])([CH3:28])[CH3:27])=[O:24])[CH2:19][CH:18]2[O:30][CH2:31][C:32]2[CH:37]=[CH:36][CH:35]=[C:34](B3OC(C)(C)C(C)(C)O3)[CH:33]=2)=[CH:13][CH:12]=1.Br[C:52]1[N:53]([CH2:57][CH2:58][CH2:59][O:60][CH3:61])[CH:54]=[CH:55][N:56]=1.C(=O)([O-])[O-].[Na+].[Na+]>COCCOC.C(O)C.C1C=CC([P]([Pd]([P](C2C=CC=CC=2)(C2C=CC=CC=2)C2C=CC=CC=2)([P](C2C=CC=CC=2)(C2C=CC=CC=2)C2C=CC=CC=2)[P](C2C=CC=CC=2)(C2C=CC=CC=2)C2C=CC=CC=2)(C2C=CC=CC=2)C2C=CC=CC=2)=CC=1>[CH3:1][O:2][C:3]1[CH:50]=[CH:49][CH:48]=[CH:47][C:4]=1[CH2:5][O:6][CH2:7][CH2:8][CH2:9][O:10][C:11]1[CH:12]=[CH:13][C:14]([CH:17]2[CH2:22][CH2:21][N:20]([C:23]([O:25][C:26]([CH3:28])([CH3:29])[CH3:27])=[O:24])[CH2:19][CH:18]2[O:30][CH2:31][C:32]2[CH:37]=[CH:36][CH:35]=[C:34]([C:52]3[N:53]([CH2:57][CH2:58][CH2:59][O:60][CH3:61])[CH:54]=[CH:55][N:56]=3)[CH:33]=2)=[CH:15][CH:16]=1 |f:2.3.4,^1:80,82,101,120|. Procedure details: The mixture of 0.050 g of tetrakis(triphenylphosphine)palladium(0) in 1.0 ml of 1,2-dimethoxyethane is admixed with the solution of 0.319 g of tert-butyl 4-{4-[3-(2-methoxybenzyloxy)propoxy]phenyl}-3-[3-(4,4,5,5-tetramethyl-[1,3,2]dioxaborolan-2-yl)benzyloxy]piperidine-1-carboxylate and 0.144 g of 2-bromo-1-(3-methoxypropyl)-1H-imidazole in 2.0 ml of 1,2-dimethoxyethane and 0.3 ml of ethanol. The reaction mixture is admixed with 0.9 ml of 2M sodium carbonate solution and stirred at reflux over 2... Reactants: CO, NC1CC1, CCOC(=O)c1nnc(N)s1. The product is Nc1nnc(C(=O)NC2CC2)s1. Reaction SMILES: [CH3:16][OH:17].[CH:12]1([NH2:15])[CH2:13][CH2:14]1.[NH2:1][c:2]1[n:3][n:4][c:5]([C:7]([O:9][CH2:8][CH3:10])=[O:11])[s:6]1>>[NH2:1][c:2]1[n:3][n:4][c:5]([C:7](=[O:9])[NH:15][CH:12]2[CH2:13][CH2:14]2)[s:6]1.